This data is from the Open Reaction Database (ORD), a public repository of structured organic reaction records. The task is: describe an organic reaction: reactants, conditions, products, and yield The reactants are COC(=O)C=1N=C(C2=C(C=CC=C2C1O)OC1=CC(=CC=C1)OC)C#N (1-cyano-4-hydroxy-8-(3-methoxy-phenoxy)-isoquinoline-3-carboxylic acid methyl ester), NCC(=O)O (glycine). Yields the product C(#N)C1=NC(=C(C2=CC=CC(=C12)OC1=CC(=CC=C1)OC)O)C(=O)NCC(=O)O ({[1-Cyano-4-hydroxy-8-(3-methoxy-phenoxy)-isoquinoline-3-carbonyl]-amino}-acetic acid). Reaction SMILES: CO[C:3]([C:5]1[N:6]=[C:7]([C:25]#[N:26])[C:8]2[C:13]([C:14]=1[OH:15])=[CH:12][CH:11]=[CH:10][C:9]=2[O:16][C:17]1[CH:22]=[CH:21][CH:20]=[C:19]([O:23][CH3:24])[CH:18]=1)=[O:4].[NH2:27][CH2:28][C:29]([OH:31])=[O:30]>>[C:25]([C:7]1[C:8]2[C:13](=[CH:12][CH:11]=[CH:10][C:9]=2[O:16][C:17]2[CH:22]=[CH:21][CH:20]=[C:19]([O:23][CH3:24])[CH:18]=2)[C:14]([OH:15])=[C:5]([C:3]([NH:27][CH2:28][C:29]([OH:31])=[O:30])=[O:4])[N:6]=1)#[N:26]. Procedure: The title compound was synthesized from 1-cyano-4-hydroxy-8-(3-methoxy-phenoxy)-isoquinoline-3-carboxylic acid methyl ester and glycine in analogy to example 1b; MS-(−)-ion: M−1=392.4. The reactants are ClCCCC(=O)C1=CC=C(C=C1)C(C(=O)O)C (2-[4-(4-Chloro-butyryl)-phenyl]-propionic acid), N1(CCCC1)C(=O)N (pyrroldineamide). Yields the product CN(C(C(C)C1=CC=C(C=C1)C(CCCCl)=O)=O)C (2-[4-(4-Chloro-butyryl)-phenyl]-propionic acid, dimethylamide). As a reaction SMILES: [Cl:1][CH2:2][CH2:3][CH2:4][C:5]([C:7]1[CH:12]=[CH:11][C:10]([CH:13]([CH3:17])[C:14](O)=[O:15])=[CH:9][CH:8]=1)=[O:6].[N:18]1(C(N)=O)[CH2:22]CC[CH2:19]1>>[CH3:19][N:18]([CH3:22])[C:14](=[O:15])[CH:13]([C:10]1[CH:11]=[CH:12][C:7]([C:5](=[O:6])[CH2:4][CH2:3][CH2:2][Cl:1])=[CH:8][CH:9]=1)[CH3:17]. Reported procedure: 2-[4-(4-Chloro-butyryl)-phenyl]-propionic acid, pyrroldineamide; Reactants: FC(S(=O)(=O)OC1=CC=C2C=CC(=CC2=C1)C(=O)OC)(F)F (methyl 7-{[(trifluoromethyl)sulfonyl]oxy}-2-naphthalenecarboxylate), tetrakistriphenylphosphine palladium, CC1(OB(OC1(C)C)C1=CC=C(C=C1)O)C (4-(4,4,5,5-tetramethyl 1,3,2-dioxaborolan-2-yl-) phenol). Run in C(OC)COC (dimethoxyethane), C(=O)([O-])[O-].[Na+].[Na+] (Na2CO3). Run at temperature 70 celsius. The product is OC1=CC=C(C=C1)C1=CC=C2C=CC(=CC2=C1)C(=O)OC (Methyl 7-(4-hydroxyphenyl)-2-naphthalenecarboxylate). The yield is 101.8%. Reaction SMILES: FC(F)(F)S(O[C:7]1[CH:16]=[C:15]2[C:10]([CH:11]=[CH:12][C:13]([C:17]([O:19][CH3:20])=[O:18])=[CH:14]2)=[CH:9][CH:8]=1)(=O)=O.CC1(C)C(C)(C)OB([C:31]2[CH:36]=[CH:35][C:34]([OH:37])=[CH:33][CH:32]=2)O1>C(COC)OC.C([O-])([O-])=O.[Na+].[Na+]>[OH:37][C:34]1[CH:35]=[CH:36][C:31]([C:7]2[CH:16]=[C:15]3[C:10]([CH:11]=[CH:12][C:13]([C:17]([O:19][CH3:20])=[O:18])=[CH:14]3)=[CH:9][CH:8]=2)=[CH:32][CH:33]=1 |f:3.4.5|. Reported procedure: A solution of methyl 7-{[(trifluoromethyl)sulfonyl]oxy}-2-naphthalenecarboxylate (100 mg, 0.3 mmol), tetrakistriphenylphosphine palladium (14 mg, 0.012 mmol) and 4-(4,4,5,5-tetramethyl 1,3,2-dioxaborolan-2-yl-) phenol (79 mg, 0.36 mmol) in a mixture of dimethoxyethane (1.6 mL) and 2 M aqueous Na2CO3 (1.3 mL) was heated in a 70° C. oil bath for one hour. The solution was partitioned between ethyl acetate and water. The organic layer was dried with magnesium sulfate, filtered, and concentrated. Th... The reactants are CCOC(=O)C(Br)CCCCCCCNC(=O)OC(C)(C)C, CC(C)(C)OC(=O)CN1CC(c2cccs2)SCC(N)C1=O. Product: CCOC(=O)C(CCCCCCCNC(=O)OC(C)(C)C)NC1CSC(c2cccs2)CN(CC(=O)OC(C)(C)C)C1=O. As a reaction SMILES: [Br:23][CH:24]([C:25](=[O:26])[O:27][CH2:28][CH3:29])[CH2:30][CH2:31][CH2:32][CH2:33][CH2:34][CH2:35][CH2:36][NH:37][C:38](=[O:39])[O:40][C:41]([CH3:42])([CH3:43])[CH3:44].[NH2:1][CH:2]1[C:3](=[O:22])[N:4]([CH2:14][C:15](=[O:16])[O:17][C:18]([CH3:19])([CH3:20])[CH3:21])[CH2:5][CH:6]([c:9]2[s:10][cH:11][cH:12][cH:13]2)[S:7][CH2:8]1>>[NH:1]([CH:2]1[C:3](=[O:22])[N:4]([CH2:14][C:15](=[O:16])[O:17][C:18]([CH3:19])([CH3:20])[CH3:21])[CH2:5][CH:6]([c:9]2[s:10][cH:11][cH:12][cH:13]2)[S:7][CH2:8]1)[CH:24]([C:25](=[O:26])[O:27][CH2:28][CH3:29])[CH2:30][CH2:31][CH2:32][CH2:33][CH2:34][CH2:35][CH2:36][NH:37][C:38](=[O:39])[O:40][C:41]([CH3:42])([CH3:43])[CH3:44]. Starting materials: C(C)(C)(C)OC(NCCCN)=O ((3-Amino-propyl)-carbamic acid tert-butyl ester), C(C1=CC=CC=C1)N1C(=NN2C(C1=O)=C(C=C2)Cl)C(C2CC2)Cl (3-benzyl-5-chloro-2-(chloro-cyclopropyl-methyl)-3H-pyrrolo[2,1-f][1,2,4]triazin-4-one). Solvent: CN1CCCC1=O (NMP). Conditions: temperature 100 celsius, time 12 hour. Product: C(C)(C)(C)OC(NCCCNC(C1CC1)C1=NN2C(C(N1CC1=CC=CC=C1)=O)=C(C=C2)Cl)=O ((±)-(3-{[(3-Benzyl-5-chloro-4-oxo-3,4-dihydro-pyrrolo[2,1-f][1,2,4]triazin-2-yl)-cyclopropyl-methyl]-amino}-propyl)-carbamic acid tert-butyl ester). Yield: 80.9%. RXN SMILES: [C:1]([O:5][C:6](=[O:12])[NH:7][CH2:8][CH2:9][CH2:10][NH2:11])([CH3:4])([CH3:3])[CH3:2].[CH2:13]([N:20]1[C:25](=[O:26])[C:24]2=[C:27]([Cl:30])[CH:28]=[CH:29][N:23]2[N:22]=[C:21]1[CH:31](Cl)[CH:32]1[CH2:34][CH2:33]1)[C:14]1[CH:19]=[CH:18][CH:17]=[CH:16][CH:15]=1>CN1C(=O)CCC1>[C:1]([O:5][C:6](=[O:12])[NH:7][CH2:8][CH2:9][CH2:10][NH:11][CH:31]([C:21]1[N:20]([CH2:13][C:14]2[CH:19]=[CH:18][CH:17]=[CH:16][CH:15]=2)[C:25](=[O:26])[C:24]2=[C:27]([Cl:30])[CH:28]=[CH:29][N:23]2[N:22]=1)[CH:32]1[CH2:33][CH2:34]1)([CH3:4])([CH3:2])[CH3:3]. Procedure: (3-Amino-propyl)-carbamic acid tert-butyl ester (Fluka, 0.527 mL, 3.02 mmol) was added to a solution of 3-benzyl-5-chloro-2-(chloro-cyclopropyl-methyl)-3H-pyrrolo[2,1-f][1,2,4]triazin-4-one (0.35 g, 1.01 mmol) in NMP (3.3 mL) at room temperature. The reaction mixture was degassed with N2 and then stirred at 100° C. for 12 h. The reaction mixture was cooled to room temperature and the crude product was purified by loading directly onto a reverse phase C-18 HPLC with a 30 min gradient eluting with... The reactants are ice, ON1C(=O)CCC1=O (HOSu), C1CCC(CC1)N=C=NC2CCCCC2 (DCC), N1[C@H](CO)CCC1 (L-prolinol), C(C1=CC=CC=C1)OC(=O)NCC(=O)O (N-benzyloxycarbonyl-glycin). Solvent: C1CCOC1 (THF), C1CCOC1 (THF). Conditions: temperature 4 celsius, time 21 hour. Yields the product C(C1=CC=CC=C1)OC(=O)NCC(=O)N1[C@H](C=O)CCC1 (N-benzyloxycarbonyl-glycyl-prolinal). Reaction SMILES: [CH2:1]([O:8][C:9]([NH:11][CH2:12][C:13]([OH:15])=O)=[O:10])[C:2]1[CH:7]=[CH:6][CH:5]=[CH:4][CH:3]=1.ON1C(=O)CCC1=O.C1CCC(N=C=NC2CCCCC2)CC1.[NH:39]1[CH2:45][CH2:44][CH2:43][C@H:40]1[CH2:41][OH:42]>C1COCC1>[CH2:1]([O:8][C:9]([NH:11][CH2:12][C:13]([N:39]1[CH2:45][CH2:44][CH2:43][C@H:40]1[CH:41]=[O:42])=[O:15])=[O:10])[C:2]1[CH:3]=[CH:4][CH:5]=[CH:6][CH:7]=1. Procedure: In 200 ml of THF was dissolved 17.7 g of N-benzyloxycarbonyl-glycin. To this solution were added under cooling with edible salt and ice 11.5 g of HOSu and 20.6 g of DCC, and the mixture was stirred for 21 hours at 4° C. The reaction liquid was filtered and the filtrate was evaporated whereby a semi-solid substance was obtained. This substance was recrystallized from isopropyl alcohol to obtain a white solid substance which was then dissolved in 600 ml of THF. To this solution was added 9.2 g of ...